This data is from the Open Reaction Database (ORD), a public repository of structured organic reaction records. The task is: describe an organic reaction: reactants, conditions, products, and yield Reactants: CCC=C(C)C=O, CC(C)=CCCCBr, [Cl-], [Mg], [NH4+]. The product is CCC=C(C)C(O)CCCC=C(C)C. As a reaction SMILES: [CH3:10][C:11]([CH:12]=[O:13])=[CH:14][CH2:15][CH3:16].[CH3:2][C:3](=[CH:4][CH2:5][CH2:6][CH2:7][Br:8])[CH3:9].[Cl-:17].[Mg:1].[NH4+:18]>>[CH3:2][C:3](=[CH:4][CH2:5][CH2:6][CH2:7][CH:12]([C:11]([CH3:10])=[CH:14][CH2:15][CH3:16])[OH:13])[CH3:9]. Reactants: CC(C)CCO, COc1cc2nc(Cl)nc(N)c2cc1Cl, O=C(c1ccco1)N1CCNCC1. Yields the product Cl, COc1cc2nc(N3CCN(C(=O)c4ccco4)CC3)nc(N)c2cc1Cl. RXN SMILES: [CH2:29]([OH:30])[CH2:31][CH:32]([CH3:33])[CH3:34].[Cl:1][c:2]1[n:3][c:4]2[cH:5][c:6]([O:14][CH3:15])[c:7]([Cl:13])[cH:8][c:9]2[c:10]([NH2:12])[n:11]1.[o:16]1[c:17]([C:21](=[O:22])[N:23]2[CH2:24][CH2:25][NH:26][CH2:27][CH2:28]2)[cH:18][cH:19][cH:20]1>>[ClH:1].[c:2]1([N:26]2[CH2:25][CH2:24][N:23]([C:21]([c:17]3[o:16][cH:20][cH:19][cH:18]3)=[O:22])[CH2:28][CH2:27]2)[n:3][c:4]2[cH:5][c:6]([O:14][CH3:15])[c:7]([Cl:13])[cH:8][c:9]2[c:10]([NH2:12])[n:11]1. The reactants are O=S1(CCC2=C1C=C(C=C2)S(=O)(=O)N2C=C(C=C2C2=CC=CC=C2)C=O)=O (1-[(1,1-dioxido-2,3-dihydro-1-benzothiophen-6-yl)sulfonyl]-5-phenyl-1H-pyrrole-3-carbaldehyde), CO.CN (methylamine methanol), [BH4-].[Na+] (sodium borohydride). Product: O=S1(CCC2=C1C=C(C=C2)S(=O)(=O)N2C=C(C=C2C2=CC=CC=C2)CNC)=O (1-{1-[(1,1-Dioxido-2,3-dihydro-1-benzothien-6-yl)sulfonyl]-5-phenyl-1H-pyrrol-3-yl}-N-methylmethanamine). The yield is 65.0%. Reaction SMILES: [O:1]=[S:2]1(=[O:27])[C:6]2[CH:7]=[C:8]([S:11]([N:14]3[C:18]([C:19]4[CH:24]=[CH:23][CH:22]=[CH:21][CH:20]=4)=[CH:17][C:16]([CH:25]=O)=[CH:15]3)(=[O:13])=[O:12])[CH:9]=[CH:10][C:5]=2[CH2:4][CH2:3]1.CO.[CH3:30][NH2:31].[BH4-].[Na+]>>[O:1]=[S:2]1(=[O:27])[C:6]2[CH:7]=[C:8]([S:11]([N:14]3[C:18]([C:19]4[CH:24]=[CH:23][CH:22]=[CH:21][CH:20]=4)=[CH:17][C:16]([CH2:25][NH:31][CH3:30])=[CH:15]3)(=[O:13])=[O:12])[CH:9]=[CH:10][C:5]=2[CH2:4][CH2:3]1 |f:1.2,3.4|. Reported procedure: Using 1-[(1,1-dioxido-2,3-dihydro-1-benzothiophen-6-yl)sulfonyl]-5-phenyl-1H-pyrrole-3-carbaldehyde (114 mg), 40% methylamine methanol solution (0.3 mL) and sodium borohydride (10.8 mg), a procedure as in Example 126 was performed to give the title compound as a white solid (yield 76.3 mg, 65%). Starting materials: [H-].[Na+] (sodium hydride), [Na] (sodium), FC1=CC=C(C(=O)Cl)C=C1 (4-fluorobenzoyl chloride), C1(CCCCC1)CCCC1N(CCCC1)CCC1=C(NC2=CC=C(C=C12)OC)C (3-{2-[2-(3-cyclohexylpropyl)piperidino]ethyl}-5-methoxy-2-methylindole). Run in CN(C)C=O (DMF). Yields the product C(C1=CC=CC=C1)(=O)N1C(=C(C2=CC(=CC=C12)OC)CCN1C(CCCC1)CCCC1CCCCC1)C (1-benzoyl-3-{2-[2-(3-cyclohexylpropyl)piperidino]ethyl}-5-methoxy-2-methylindole). As a reaction SMILES: [CH:1]1([CH2:7][CH2:8][CH2:9][CH:10]2[CH2:15][CH2:14][CH2:13][CH2:12][N:11]2[CH2:16][CH2:17][C:18]2[C:26]3[C:21](=[CH:22][CH:23]=[C:24]([O:27][CH3:28])[CH:25]=3)[NH:20][C:19]=2[CH3:29])[CH2:6][CH2:5][CH2:4][CH2:3][CH2:2]1.[H-].[Na+].[Na].F[C:34]1[CH:42]=[CH:41][C:37]([C:38](Cl)=[O:39])=[CH:36][CH:35]=1>CN(C=O)C>[C:38]([N:20]1[C:21]2[C:26](=[CH:25][C:24]([O:27][CH3:28])=[CH:23][CH:22]=2)[C:18]([CH2:17][CH2:16][N:11]2[CH2:12][CH2:13][CH2:14][CH2:15][CH:10]2[CH2:9][CH2:8][CH2:7][CH:1]2[CH2:6][CH2:5][CH2:4][CH2:3][CH2:2]2)=[C:19]1[CH3:29])(=[O:39])[C:37]1[CH:41]=[CH:42][CH:34]=[CH:35][CH:36]=1 |f:1.2,^1:31|. Procedure details: Reaction of 3-{2-[2-(3-cyclohexylpropyl)piperidino]ethyl}-5-methoxy-2-methylindole with a mineral oil dispersion of sodium hydride in DMF and reaction of the resulting sodium salt with 4-fluorobenzoyl chloride affords 1-benzoyl-3-{2-[2-(3-cyclohexylpropyl)piperidino]ethyl}-5-methoxy-2-methylindole. Starting materials: CCCCO, CC1CCCCC1N, CCN(C(C)C)C(C)C, CCOC(=O)c1cnc2[nH]ccc2c1Cl, Cl. Product: CCOC(=O)c1cnc2[nH]ccc2c1N(C)C1CCCCC1C. RXN SMILES: [CH2:34]([OH:35])[CH2:36][CH2:37][CH3:38].[CH3:17][CH:18]1[CH:19]([NH2:24])[CH2:20][CH2:21][CH2:22][CH2:23]1.[CH:25]([N:26]([CH2:27][CH3:28])[CH:29]([CH3:30])[CH3:31])([CH3:32])[CH3:33].[Cl:1][c:2]1[c:3]2[c:4]([n:5][cH:6][c:7]1[C:8](=[O:9])[O:10][CH2:11][CH3:12])[nH:13][cH:14][cH:15]2.[ClH:16]>>[c:2]1([N:24]([CH:19]2[CH:18]([CH3:17])[CH2:23][CH2:22][CH2:21][CH2:20]2)[CH3:25])[c:3]2[c:4]([n:5][cH:6][c:7]1[C:8](=[O:9])[O:10][CH2:11][CH3:12])[nH:13][cH:14][cH:15]2. The solvent is ClCCl (dichloromethane). Reagents/catalysts: CN(C1=CC=NC=C1)C (4-dimethylaminopyridine). As a reaction SMILES: [CH:1]1([C@@H:4]([NH2:6])[CH3:5])[CH2:3][CH2:2]1.[Cl:7][C:8]1[CH:16]=[C:15]2[C:11]([C:12]([C:18]3[N:19]=[C:20]4[C:26]([C:27](O)=[O:28])=[CH:25][N:24]([CH2:30][O:31][CH2:32][CH2:33][Si:34]([CH3:37])([CH3:36])[CH3:35])[C:21]4=[N:22][CH:23]=3)=[N:13][N:14]2[CH3:17])=[CH:10][CH:9]=1.Cl.CN(C)CCCN=C=NCC>CN(C)C1C=CN=CC=1.ClCCl>[CH:1]1([C@@H:4]([NH:6][C:27]([C:26]2[C:20]3[C:21](=[N:22][CH:23]=[C:18]([C:12]4[C:11]5[C:15](=[CH:16][C:8]([Cl:7])=[CH:9][CH:10]=5)[N:14]([CH3:17])[N:13]=4)[N:19]=3)[N:24]([CH2:30][O:31][CH2:32][CH2:33][Si:34]([CH3:37])([CH3:36])[CH3:35])[CH:25]=2)=[O:28])[CH3:5])[CH2:3][CH2:2]1 |f:2.3|. The product is C1(CC1)[C@H](C)NC(=O)C1=CN(C2=NC=C(N=C21)C2=NN(C1=CC(=CC=C21)Cl)C)COCC[Si](C)(C)C (2-(6-Chloro-1-methyl-1H-indazol-3-yl)-5-(2-trimethylsilanyl-ethoxymethyl)-5H-pyrrolo[2,3-b]pyrazine-7-carboxylic acid ((S)-1-cyclopropyl-ethyl)-amide). Reported procedure: A solution of (S)-1-cyclopropylethanamine (32 mg, 0.373 mmol), 3 mL of dichloromethane, 2-(6-chloro-1-methyl-1H-indazol-3-yl)-5-(2-trimethylsilanyl-ethoxymethyl)-5H-pyrrolo[2,3-b]pyrazine-7-carboxylic acid (77 mg, 0.169 mmol), 4-dimethylaminopyridine (21 mg, 0.169 mmol) and N-(3-dimethylaminopropyl)-N′-ethylcarbodiimide hydrochloride (71 mg, 0.371 mmol) was stirred 18 h, then concentrated to an off-white solid. The solid was partitioned between 10 mL of ethyl acetate and 10 mL of a 10% citric ac... The reactants are C1(CC1)[C@H](C)N ((S)-1-cyclopropylethanamine), ClC1=CC=C2C(=NN(C2=C1)C)C=1N=C2C(=NC1)N(C=C2C(=O)O)COCC[Si](C)(C)C (2-(6-chloro-1-methyl-1H-indazol-3-yl)-5-(2-trimethylsilanyl-ethoxymethyl)-5H-pyrrolo[2,3-b]pyrazine-7-carboxylic acid), Cl.CN(CCCN=C=NCC)C (N-(3-dimethylaminopropyl)-N′-ethylcarbodiimide hydrochloride).